This data is from the Open Reaction Database (ORD), a public repository of structured organic reaction records. The task is: describe an organic reaction: reactants, conditions, products, and yield The reactants are [Li]CCCC (n-BuLi), BrC=1C=C2C(=C(C(=NC2=CC1)OC)CC1=CC=C(C=C1)C(F)(F)F)Cl (6-bromo-4-chloro-2-methoxy-3-(4-(trifluoromethyl)benzyl)quinoline), ClC1=C(C(=NC2=CC=C(C=C12)C(O)C=1C(=NC(=CC1)C)C)OC)CC1=CC=C(C=C1)C(F)(F)F ((4-Chloro-2-methoxy-3-(4-(trifluoromethyl)benzyl)quinolin-6-yl)(2,6-dimethylpyridin-3-yl)methanol), CN1N=NC=C1C(=O)C1=CN=NN1C (bis(1-methyl-1H-1,2,3-triazol-5-yl)methanone), CN1N=NC=C1C(=O)C1=CN=NN1C (bis(1-methyl-1H-1,2,3-triazol-5-yl)methanone), C(=O)=O.CC(=O)C (dry ice acetone). Solvent: C1CCOC1 (THF), C1CCOC1 (THF). Product: ClC1=C(C(=NC2=CC=C(C=C12)C(O)(C1=CN=NN1C)C1=CN=NN1C)OC)CC1=CC=C(C=C1)C(F)(F)F ((4-Chloro-2-methoxy-3-(4-(trifluoromethyl)benzyl)quinolin-6-yl)bis(1-methyl-1H-1,2,3-triazol-5-yl)methanol). As a reaction SMILES: [Li]CCCC.Br[C:7]1[CH:8]=[C:9]2[C:14](=[CH:15][CH:16]=1)[N:13]=[C:12]([O:17][CH3:18])[C:11]([CH2:19][C:20]1[CH:25]=[CH:24][C:23]([C:26]([F:29])([F:28])[F:27])=[CH:22][CH:21]=1)=[C:10]2[Cl:30].ClC1C2C(=CC=C(C(C3C(C)=NC(C)=CC=3)O)C=2)N=C(OC)C=1CC1C=CC(C(F)(F)F)=CC=1.[CH3:65][N:66]1[C:70]([C:71]([C:73]2[N:77]([CH3:78])[N:76]=[N:75][CH:74]=2)=[O:72])=[CH:69][N:68]=[N:67]1.C(=O)=O.CC(C)=O>C1COCC1>[Cl:30][C:10]1[C:9]2[C:14](=[CH:15][CH:16]=[C:7]([C:71]([C:70]3[N:66]([CH3:65])[N:67]=[N:68][CH:69]=3)([C:73]3[N:77]([CH3:78])[N:76]=[N:75][CH:74]=3)[OH:72])[CH:8]=2)[N:13]=[C:12]([O:17][CH3:18])[C:11]=1[CH2:19][C:20]1[CH:25]=[CH:24][C:23]([C:26]([F:29])([F:28])[F:27])=[CH:22][CH:21]=1 |f:4.5|. Procedure details: n-BuLi (1.63 M in hexane, 0.139 mL, 0.226 mmol) was added dropwise over 1 minute to a solution of 6-bromo-4-chloro-2-methoxy-3-(4-(trifluoromethyl)benzyl)quinoline (90.1 mg, 0.209 mmol, Intermediate 12: step d in THF (2.1 mL) at ˜−70° C. under argon. After 2 additional minutes, a homogeneous solution of bis(1-methyl-1H-1,2,3-triazol-5-yl)methanone (41.4 mg, 0.215 mmol, Intermediate 13) in THF (2.1 mL) was added dropwise over 1 minute, and the resulting solution was allowed to warm to room temper... Starting materials: ClCCl, CC(C)(N)CNc1c([N+](=O)[O-])cnc2cc(-c3ccccc3)ccc12, O=C=NC1CCCCC1. The product is CC(C)(CNc1c([N+](=O)[O-])cnc2cc(-c3ccccc3)ccc12)NC(=O)NC1CCCCC1. Reaction SMILES: [Cl:35][CH2:36][Cl:37].[N+:1](=[O:2])([O-:3])[c:4]1[cH:5][n:6][c:7]2[cH:8][c:9](-[c:20]3[cH:21][cH:22][cH:23][cH:24][cH:25]3)[cH:10][cH:11][c:12]2[c:13]1[NH:14][CH2:15][C:16]([CH3:17])([NH2:18])[CH3:19].[O:26]=[C:27]=[N:28][CH:29]1[CH2:30][CH2:31][CH2:32][CH2:33][CH2:34]1>>[N+:1](=[O:2])([O-:3])[c:4]1[cH:5][n:6][c:7]2[cH:8][c:9](-[c:20]3[cH:21][cH:22][cH:23][cH:24][cH:25]3)[cH:10][cH:11][c:12]2[c:13]1[NH:14][CH2:15][C:16]([CH3:17])([NH:18][C:27](=[O:26])[NH:28][CH:29]1[CH2:30][CH2:31][CH2:32][CH2:33][CH2:34]1)[CH3:19]. Reactants: C, CN(C)C1CCN(C(=O)Nc2cc(Oc3ccc(NC(=O)OCc4ccccc4)c(F)c3)ccn2)CC1, C1CCOC1, [Pd]. Reaction SMILES: [C:43].[CH3:1][N:2]([CH:3]1[CH2:4][CH2:5][N:6]([C:9](=[O:10])[NH:11][c:12]2[n:13][cH:14][cH:15][c:16]([O:18][c:19]3[cH:20][c:21]([F:36])[c:22]([NH:25][C:26](=[O:27])[O:28][CH2:29][c:30]4[cH:31][cH:32][cH:33][cH:34][cH:35]4)[cH:23][cH:24]3)[cH:17]2)[CH2:7][CH2:8]1)[CH3:37].[O:38]1[CH2:39][CH2:40][CH2:41][CH2:42]1.[Pd:44]>>[CH3:1][N:2]([CH:3]1[CH2:4][CH2:5][N:6]([C:9](=[O:10])[NH:11][c:12]2[n:13][cH:14][cH:15][c:16]([O:18][c:19]3[cH:20][c:21]([F:36])[c:22]([NH2:25])[cH:23][cH:24]3)[cH:17]2)[CH2:7][CH2:8]1)[CH3:37]. Product: CN(C)C1CCN(C(=O)Nc2cc(Oc3ccc(N)c(F)c3)ccn2)CC1.